From a dataset of the Open Reaction Database (ORD), a public repository of structured organic reaction records. describe an organic reaction: reactants, conditions, products, and yield Starting materials: C1(=CC=C(C=C1)S(=O)[O-])C.[Na+] (sodium p-toluenesulfinate), C(C)N1C(=CC2=CC=CC=C12)C (1-ethyl-2-methylindole), Cl (hydrochloric acid), CN(C1=CC=C(C=O)C=C1)C (4-dimethylaminobenzaldehyde), C(C)O (ethyl alcohol). Product: C (methane), CN(C1=CC=C(C=C1)C=1C(=C(C=CC1C)S(=O)(=O)C)C1=C(N(C2=CC=CC=C12)CC)C)C ([(4-dimethylaminophenyl)(1-ethyl-2-methyl-3-indolyl)(4-methylphenylsulfonyl)]methane). RXN SMILES: Cl.[CH3:2][N:3]([CH3:12])[C:4]1[CH:11]=[CH:10][C:7]([CH:8]=O)=[CH:6][CH:5]=1.[C:13]1(C)[CH:18]=[CH:17][C:16]([S:19]([O-:21])=[O:20])=[CH:15][CH:14]=1.[Na+].[CH2:24]([N:26]1[C:34]2[C:29](=[CH:30][CH:31]=[CH:32][CH:33]=2)[CH:28]=[C:27]1[CH3:35])[CH3:25].[CH2:36](O)C>>[CH4:2].[CH3:2][N:3]([CH3:12])[C:4]1[CH:11]=[CH:10][C:7]([C:8]2[C:17]([C:28]3[C:29]4[C:34](=[CH:33][CH:32]=[CH:31][CH:30]=4)[N:26]([CH2:24][CH3:25])[C:27]=3[CH3:35])=[C:16]([S:19]([CH3:36])(=[O:21])=[O:20])[CH:15]=[CH:14][C:13]=2[CH3:18])=[CH:6][CH:5]=1 |f:2.3|. Procedure: Proceeding in a manner similar to that described in Example 1 above substituting for ethyl alcohol and the concentrated hydrochloric acid the appropriate reaction medium and the appropriate catalyst listed in Examples 58-82 of Table A hereinbelow, 4-dimethylaminobenzaldehyde, sodium p-toluenesulfinate and 1-ethyl-2-methylindole were interacted at the indicated temperature to obtain a methane of Formula II wherein R=4--CH3 ; R1 =C2H5 ; R2 =CH3 ; R3 =R5 =H; R6 =N(CH3)2. A toluene or acetone soluti... Starting materials: C1(=CC=CC=C1)CC1=CC=C(C=C1)S(=O)(=O)O (4-phenylmethylbenzenesulfonic acid), [Cl-].C1(=CC=CC=C1)[S+](C1=CC=CC=C1)C1=CC=CC=C1 (triphenylsulfonium chloride). Solvent: ClCCl (dichloromethane). Reaction conditions: time 1 hour. Yields the product C1(=CC=CC=C1)CC1=CC=C(C=C1)S(=O)(=O)[O-].C1(=CC=CC=C1)[S+](C1=CC=CC=C1)C1=CC=CC=C1 (triphenylsulfonium 4-phenylmethylbenzenesulfonate). Yield: 52.0%. As a reaction SMILES: [C:1]1([CH2:7][C:8]2[CH:13]=[CH:12][C:11]([S:14]([OH:17])(=[O:16])=[O:15])=[CH:10][CH:9]=2)[CH:6]=[CH:5][CH:4]=[CH:3][CH:2]=1.[Cl-].[C:19]1([S+:25]([C:32]2[CH:37]=[CH:36][CH:35]=[CH:34][CH:33]=2)[C:26]2[CH:31]=[CH:30][CH:29]=[CH:28][CH:27]=2)[CH:24]=[CH:23][CH:22]=[CH:21][CH:20]=1>ClCCl>[C:1]1([CH2:7][C:8]2[CH:13]=[CH:12][C:11]([S:14]([O-:17])(=[O:15])=[O:16])=[CH:10][CH:9]=2)[CH:2]=[CH:3][CH:4]=[CH:5][CH:6]=1.[C:32]1([S+:25]([C:19]2[CH:20]=[CH:21][CH:22]=[CH:23][CH:24]=2)[C:26]2[CH:31]=[CH:30][CH:29]=[CH:28][CH:27]=2)[CH:33]=[CH:34][CH:35]=[CH:36][CH:37]=1 |f:1.2,4.5|. Procedure: The 4-phenylmethylbenzenesulfonic acid crude product obtained in Synthesis Example 1 was added to the aqueous triphenylsulfonium chloride solution obtained in Synthesis Example 2 and 90 g of dichloromethane, which was stirred for one hour at room temperature. The organic layer was separated, washed with 100 g of water, and evaporated in vacuum. The residue, 27 g, was purified by silica gel column chromatography (eluent, dichloromethane/methanol), obtaining the end product, triphenylsulfonium 4-p... The reactants are C(C)OC(C1=C(N=CC(=C1)C)Br)=O (2-bromo-5-methyl-nicotinic acid ethyl ester), O (water), [H-].[H-].[H-].[H-].[Li+].[Al+3] (LiAlH4), CCOC(=O)C (EtOAc). Solvent: CCOCC (Et2O). Run at time 1 hour. The product is BrC1=NC=C(C=C1CO)C ((2-Bromo-5-methyl-pyridin-3-yl)-methanol). Reaction SMILES: C([O:3][C:4](=O)[C:5]1[CH:10]=[C:9]([CH3:11])[CH:8]=[N:7][C:6]=1[Br:12])C.[H-].[H-].[H-].[H-].[Li+].[Al+3].CCOC(C)=O.O>CCOCC>[Br:12][C:6]1[C:5]([CH2:4][OH:3])=[CH:10][C:9]([CH3:11])=[CH:8][N:7]=1 |f:1.2.3.4.5.6|. Reported procedure: A solution of 2-bromo-5-methyl-nicotinic acid ethyl ester (0.4 g, 1.63 mmol) (synthesized according to Ponticello's procedure J. Org. Chem., 1978, 43, 2529-2535) in Et2O (10 mL) was dropwise added LiAlH4 (1.0 M in THF, 1.79 mL, 1.79 mmol) at −78° C. After the addition was completed, the suspension was stirred at −78 C for 1 h. EtOAc was carefully added at −78° C. and then water was dropwise added. The organic portion was brought to the usual work-up to give the product without further purificati... The reactants are C(=C)C=1C=CC2=C(SC=C2)C1 (6-vinylbenzo[b]thiophene), C12CCCC(CCC1)B2 (9-borabicyclo[3.3.1]nonane), C1CCOC1 (THF), C1CCOC1 (THF). Conditions: temperature 60 celsius. Yields the product S1C2=C(C=C1)C=CC(=C2)CCO (2-(benzo[b]thiophen-6-yl)ethanol). Yield: 99.0%. RXN SMILES: [CH:1]([C:3]1[CH:4]=[CH:5][C:6]2[CH:10]=[CH:9][S:8][C:7]=2[CH:11]=1)=[CH2:2].C12BC(CCC1)CCC2.C1C[O:24]CC1>>[S:8]1[CH:9]=[CH:10][C:6]2[CH:5]=[CH:4][C:3]([CH2:1][CH2:2][OH:24])=[CH:11][C:7]1=2. Procedure: A solution of 6-vinylbenzo[b]thiophene (2.124 g, 13.3 mmol) in 80 mL THF was added to a solution of 9-borabicyclo[3.3.1]nonane (9-BBN) (5.21 g, 21.3 mmol) in 80 mL THF, rinsing with 5 mL THF. The solution was heated at 60° C. for 2.5 h and then a solution of H2O2 (36 mL, 35%)/NaOH (36 mL. 0.5 M)/H2O (9 mL) was added slowly. The reaction was then heated to 85° C. for 1 h, cooled to room temperature and 50 mL H2O was added. The mixture was extracted with ethyl acetate (3×50 mL), the combined organ... The reactants are C(=O)C=1C=C(CN(C(=O)C2=C(C=C(C(=C2)C(=O)O)C(=O)O)C(=O)O)[C@H]2CCCC3=CC=CC=C23)C=CC1 (5-({(3-formylbenzyl)[(1S)-1,2,3,4-tetrahydro-1-naphthalenyl]amino}carbonyl)-1,2,4-benzenetricarboxylic acid), O1C(CCCC1)ON (O-tetrahydro-2H-pyran-2-ylhydroxylamine). Product: [C@@H]1(CCCC2=CC=CC=C12)N(C(=O)C1=C(C=C(C(=C1)C(=O)O)C(=O)O)C(=O)O)CC1=CC(=CC=C1)C=NOC1OCCCC1 (5-{[(1S)-1,2,3,4-tetrahydro-1-naphthalenyl(3-{[(tetrahydro-2H-pyran-2-yloxy)imino]methyl}benzyl)amino]carbonyl}-1,2,4-benzenetricarboxylic acid). RXN SMILES: [CH:1]([C:3]1[CH:4]=[C:5]([CH:35]=[CH:36][CH:37]=1)[CH2:6][N:7]([C@@H:25]1[C:34]2[C:29](=[CH:30][CH:31]=[CH:32][CH:33]=2)[CH2:28][CH2:27][CH2:26]1)[C:8]([C:10]1[CH:15]=[C:14]([C:16]([OH:18])=[O:17])[C:13]([C:19]([OH:21])=[O:20])=[CH:12][C:11]=1[C:22]([OH:24])=[O:23])=[O:9])=O.[O:38]1[CH2:43][CH2:42][CH2:41][CH2:40][CH:39]1[O:44][NH2:45]>>[C@@H:25]1([N:7]([CH2:6][C:5]2[CH:35]=[CH:36][CH:37]=[C:3]([CH:1]=[N:45][O:44][CH:39]3[CH2:40][CH2:41][CH2:42][CH2:43][O:38]3)[CH:4]=2)[C:8]([C:10]2[CH:15]=[C:14]([C:16]([OH:18])=[O:17])[C:13]([C:19]([OH:21])=[O:20])=[CH:12][C:11]=2[C:22]([OH:24])=[O:23])=[O:9])[C:34]2[C:29](=[CH:30][CH:31]=[CH:32][CH:33]=2)[CH2:28][CH2:27][CH2:26]1. Procedure details: The product from Example 76E and O-tetrahydro-2H-pyran-2-ylhydroxylamine were processed as described in Example 76F to provide the title compound. Starting materials: Cl.ClCC1=NC=CC(=C1C)SCC=1OC=CC1 (2-chloromethyl-4-(2-furylmethylthio)-3-methylpyridine hydrochloride), SC1=NC2=C(N1)C=CC=C2 (2-mercapto-1H-benzimidazole). Run in C(C)O (ethanol), [OH-].[Na+] (sodium hydroxide). Run at time 3.5 hour. Product: O1C(=CC=C1)CSC1=C(C(=NC=C1)CSC1=NC2=C(N1)C=CC=C2)C (2-{[[4-(2-Furylmethylthio)-3-methyl,2-pyridinyl]methyl]thio}-1H-benzimidazole). As a reaction SMILES: Cl.Cl[CH2:3][C:4]1[C:9]([CH3:10])=[C:8]([S:11][CH2:12][C:13]2[O:14][CH:15]=[CH:16][CH:17]=2)[CH:7]=[CH:6][N:5]=1.[SH:18][C:19]1[NH:23][C:22]2[CH:24]=[CH:25][CH:26]=[CH:27][C:21]=2[N:20]=1>C(O)C.[OH-].[Na+]>[O:14]1[CH:15]=[CH:16][CH:17]=[C:13]1[CH2:12][S:11][C:8]1[CH:7]=[CH:6][N:5]=[C:4]([CH2:3][S:18][C:19]2[NH:23][C:22]3[CH:24]=[CH:25][CH:26]=[CH:27][C:21]=3[N:20]=2)[C:9]=1[CH3:10] |f:0.1,4.5|. Procedure details: One equivalent (2.92 g) of 2-chloromethyl-4-(2-furylmethylthio)-3-methylpyridine hydrochloride (dissolved in 10 ml of water) is added dropwise at 40° C. in the course of 20 minutes to a solution of 2-mercapto-1H-benzimidazole (1.5 g/10 mmol) in 40 ml of ethanol and 21 ml of 1N sodium hydroxide solution. The mixture is subsequently stirred at 50°-60° C. for 2-3 h and at RT for a further 3-4 h, ethanol is distilled off on a rotary evaporator (1 kPa/40° C.), the residue is extracted 3 times using i...